Dataset: the Open Reaction Database (ORD), a public repository of structured organic reaction records. Task: describe an organic reaction: reactants, conditions, products, and yield Starting materials: CN1CCOCC1, Cc1cc(C(F)(F)F)nn1CC(=O)N1CCC(C(=O)O)CC1, Cl, CN(C(=O)C(N)CO)C1CCCc2ccccc21, C1CCOC1, On1nnc2ccccc21. Yields the product Cc1cc(C(F)(F)F)nn1CC(=O)N1CCC(C(=O)NC(CO)C(=O)N(C)C2CCCc3ccccc32)CC1. RXN SMILES: [CH3:20][N:21]1[CH2:22][CH2:23][O:24][CH2:25][CH2:26]1.[CH3:27][c:28]1[cH:29][c:30]([C:45]([F:46])([F:47])[F:48])[n:31][n:32]1[CH2:33][C:34](=[O:35])[N:36]1[CH2:37][CH2:38][CH:39]([C:42](=[O:43])[OH:44])[CH2:40][CH2:41]1.[ClH:1].[NH2:2][CH:3]([C:4](=[O:5])[N:6]([CH:7]1[CH2:8][CH2:9][CH2:10][c:11]2[cH:12][cH:13][cH:14][cH:15][c:16]21)[CH3:17])[CH2:18][OH:19].[O:59]1[CH2:60][CH2:61][CH2:62][CH2:63]1.[OH:49][n:50]1[c:51]2[cH:52][cH:53][cH:54][cH:55][c:56]2[n:57][n:58]1>>[NH:2]([CH:3]([C:4](=[O:5])[N:6]([CH:7]1[CH2:8][CH2:9][CH2:10][c:11]2[cH:12][cH:13][cH:14][cH:15][c:16]21)[CH3:17])[CH2:18][OH:19])[C:42]([CH:39]1[CH2:38][CH2:37][N:36]([C:34]([CH2:33][n:32]2[c:28]([CH3:27])[cH:29][c:30]([C:45]([F:46])([F:47])[F:48])[n:31]2)=[O:35])[CH2:41][CH2:40]1)=[O:43]. Starting materials: FC1=CC=C(C=C1)O (4-fluorophenol), BrC=1C=C(C#N)C=C(C1)F (3-bromo-5-fluorobenzonitrile), C(=O)([O-])[O-].[K+].[K+] (K2CO3). Run in CN(C(C)=O)C (N,N-dimethylacetamide), CCOC(=O)C (EtOAc), O (water). Conditions: temperature 160 celsius. Product: BrC=1C=C(C#N)C=C(C1)OC1=CC=C(C=C1)F (3-bromo-5-(4-fluorophenoxy)benzonitrile). Reaction SMILES: [F:1][C:2]1[CH:7]=[CH:6][C:5]([OH:8])=[CH:4][CH:3]=1.[Br:9][C:10]1[CH:11]=[C:12]([CH:15]=[C:16](F)[CH:17]=1)[C:13]#[N:14].C([O-])([O-])=O.[K+].[K+]>CN(C)C(=O)C.CCOC(C)=O.O>[Br:9][C:10]1[CH:11]=[C:12]([CH:15]=[C:16]([O:8][C:5]2[CH:6]=[CH:7][C:2]([F:1])=[CH:3][CH:4]=2)[CH:17]=1)[C:13]#[N:14] |f:2.3.4|. Procedure: A mixture of 4-fluorophenol (0.3 g, 2.7 mmol), 3-bromo-5-fluorobenzonitrile (0.53 g, 2.7 mmol), K2CO3 (1.1 g, 8.0 mmol) in N,N-dimethylacetamide (3 mL) was heated to 160° C. for 3 hr. The reaction mixture was cooled to room temperature and diluted with EtOAc and water. The organic layer was separated, dried (MgSO4), concentrated, and purified by chromatography on silica gel (EtOAc/hexanes) to afford 3-bromo-5-(4-fluorophenoxy)benzonitrile.